This data is from the Open Reaction Database (ORD), a public repository of structured organic reaction records. The task is: describe an organic reaction: reactants, conditions, products, and yield Starting materials: C(C1=CC=CC=C1)OC(=O)C(C1=NC=C(C=C1[N+](=O)[O-])C(F)(F)F)C(=O)OCC1=CC=CC=C1 (2-bis(benzyloxycarbonyl)methyl-3-nitro-5-trifluoromethylpyridine), ice water. The reagents and catalysts are [Fe] (iron). Solvent: C(C)(=O)O (acetic acid). Product: C(C1=CC=CC=C1)OC(=O)C1C(NC2=CC(=CN=C12)C(F)(F)F)=O (3-Benzyloxycarbonyl-6-trifluoromethyl-4-azaoxindole). RXN SMILES: [CH2:1]([O:8][C:9]([CH:11]([C:25](OCC1C=CC=CC=1)=[O:26])[C:12]1[C:17]([N+:18]([O-])=O)=[CH:16][C:15]([C:21]([F:24])([F:23])[F:22])=[CH:14][N:13]=1)=[O:10])[C:2]1[CH:7]=[CH:6][CH:5]=[CH:4][CH:3]=1>[Fe].C(O)(=O)C>[CH2:1]([O:8][C:9]([CH:11]1[C:12]2[C:17](=[CH:16][C:15]([C:21]([F:24])([F:23])[F:22])=[CH:14][N:13]=2)[NH:18][C:25]1=[O:26])=[O:10])[C:2]1[CH:3]=[CH:4][CH:5]=[CH:6][CH:7]=1. Reported procedure: A mechanically stirred mixture of 2-bis(benzyloxycarbonyl)methyl-3-nitro-5-trifluoromethylpyridine (1.2 g, 2.5 mmol), iron dust (495 mg, 8.9 mmol), and glacial acetic acid (50 mL) was heated at reflux for 2 hr. After cooling, the mixture was poured into ice/water. The precipitated white solid was collected by filtration, air-dried and then dried in vacuo overnight. Yield: 780 mg (93%); mp>250° C. The reactants are C(C=C)OC1=CC=C(C=C1)C1=NOC(=C1C(=O)OCC)C (ethyl 3-(4-(allyloxy)phenyl)-5-methylisoxazole-4-carboxylate), C1CCOC1 (THF), O (water), [Li+].[OH-] (LiOH), O (Water). The solvent is C(C)(=O)OCC (ethyl acetate). Conditions: time 8 hour. Yields the product C(C=C)OC1=CC=C(C=C1)C1=NOC(=C1C(=O)O)C (3-(4-(Allyloxy)phenyl)-5-methylisoxazole-4-carboxylic acid). Isolated yield 100.7%. As a reaction SMILES: [CH2:1]([O:4][C:5]1[CH:10]=[CH:9][C:8]([C:11]2[C:15]([C:16]([O:18]CC)=[O:17])=[C:14]([CH3:21])[O:13][N:12]=2)=[CH:7][CH:6]=1)[CH:2]=[CH2:3].C1COCC1.O.[Li+].[OH-]>C(OCC)(=O)C>[CH2:1]([O:4][C:5]1[CH:10]=[CH:9][C:8]([C:11]2[C:15]([C:16]([OH:18])=[O:17])=[C:14]([CH3:21])[O:13][N:12]=2)=[CH:7][CH:6]=1)[CH:2]=[CH2:3] |f:3.4|. Procedure details: To the crude ethyl 3-(4-(allyloxy)phenyl)-5-methylisoxazole-4-carboxylate (Preparation D) (0.66 g) was added 10 ml of THF, 0.5 mL of water, and 0.240 g of LiOH. The resulted reaction mixture was stirred at room temperature overnight. Water (150 mL) and ethyl acetate (150 mL) were added to the reaction mixture. Layers were separated and the aqueous solution was acidified by addition of 20 mL of 1.4 N HCl. The product was then extracted from the acidic aqueous solution with ethyl acetate (2×150 mL... Reactants: C(C)SC1=NC(=CC(=C1C(=O)NCC1=CC(=CC=C1)F)C)NC (2-ethylsulfanyl-N-[(3-fluorophenyl)-methyl]-6-(methyl-amino)-4-methyl-pyridine-3-carboxylic acid amide), [OH-].[Na+] (NaOH), CCN(C(C)C)C(C)C (DIPEA), ClCC(C)=O (chloroacetone). The solvent is CN1CCCC1=O (NMP), CCOC(=O)C (EtOAc). Conditions: temperature 140 celsius. The product is C(C)SC1=NC(=CC(=C1C(=O)NCC1=CC(=CC=C1)F)C)N(CC(C)=O)C (2-Ethylsulfanyl-N-[(3-fluorophenyl)-methyl]-4-methyl-6-[methyl-(2-oxo-propyl)-amino]-pyridine-3-carboxylic acid amide). Isolated yield 31.1%. As a reaction SMILES: [CH2:1]([S:3][C:4]1[C:9]([C:10]([NH:12][CH2:13][C:14]2[CH:19]=[CH:18][CH:17]=[C:16]([F:20])[CH:15]=2)=[O:11])=[C:8]([CH3:21])[CH:7]=[C:6]([NH:22][CH3:23])[N:5]=1)[CH3:2].CCN(C(C)C)C(C)C.Cl[CH2:34][C:35](=[O:37])[CH3:36].[OH-].[Na+]>CN1C(=O)CCC1.CCOC(C)=O>[CH2:1]([S:3][C:4]1[C:9]([C:10]([NH:12][CH2:13][C:14]2[CH:19]=[CH:18][CH:17]=[C:16]([F:20])[CH:15]=2)=[O:11])=[C:8]([CH3:21])[CH:7]=[C:6]([N:22]([CH3:23])[CH2:34][C:35](=[O:37])[CH3:36])[N:5]=1)[CH3:2] |f:3.4|. Procedure: To a solution of 150 mg (0.45 mmol) 2-ethylsulfanyl-N-[(3-fluorophenyl)-methyl]-6-(methyl-amino)-4-methyl-pyridine-3-carboxylic acid amide (synthesis is described in section a) of example 123) in NMP (1 ml) were added 229 μl (1.35 mmol) DIPEA and 39 μl (0.50 mmol) chloroacetone. The mixture was heated in the MW to 140° C. for 40 min and subsequently partiotionated between a 1M aq. NaOH sol and EtOAc. The organic layer was separated, washed with a 1M aq. NaOH sol, water and brine, dried over MgSO... Starting materials: BrC=1NC=C(N1)C(=O)O (2-bromo-1H-imidazole-4-carboxylic acid), N[C@H](CN1N=C(C=C1)C1=CC(=C(C#N)C(=C1)F)Cl)C ((S)-4-(1-(2-aminopropyl)-1H-pyrazol-3-yl)-2-chloro-6-fluorobenzonitrile), CN(C)C=O (DMF), C(Cl)Cl (DCM). Run in O (water). The product is BrC=1NC=C(N1)C(=O)N[C@H](CN1N=C(C=C1)C1=CC(=C(C(=C1)F)C#N)Cl)C ((S)-2-Bromo-N-(1-(3-(3-chloro-4-cyano-5-fluorophenyl)-1H-pyrazol-1-yl)-propan-2-yl)-1H-imidazole-4-carboxamide). Isolated yield 1.9%. RXN SMILES: [Br:1][C:2]1[NH:3][CH:4]=[C:5]([C:7]([OH:9])=O)[N:6]=1.[NH2:10][C@@H:11]([CH3:28])[CH2:12][N:13]1[CH:17]=[CH:16][C:15]([C:18]2[CH:25]=[C:24]([F:26])[C:21]([C:22]#[N:23])=[C:20]([Cl:27])[CH:19]=2)=[N:14]1.CN(C=O)C.C(Cl)Cl>O>[Br:1][C:2]1[NH:3][CH:4]=[C:5]([C:7]([NH:10][C@@H:11]([CH3:28])[CH2:12][N:13]2[CH:17]=[CH:16][C:15]([C:18]3[CH:25]=[C:24]([F:26])[C:21]([C:22]#[N:23])=[C:20]([Cl:27])[CH:19]=3)=[N:14]2)=[O:9])[N:6]=1. Procedure details: The title compound was prepared using the procedure described in Example 3(h) starting from 2-bromo-1H-imidazole-4-carboxylic acid (4.31 mmol, 0.822 g) and (S)-4-(1-(2-aminopropyl)-1H-pyrazol-3-yl)-2-chloro-6-fluorobenzonitrile (3.59 mmol, 1 g) using DMF (10 ml) as the solvent. DCM and water was added to the mixture, the layers were separated and the water phase was extracted with DCM. The combined organics were washed three times with water. The DCM phase was dried, filtered and evaporated. The... The reactants are Cn1ccc(Br)cc1=O, O=C([O-])[O-], C1COCCO1, [Cs+], [Cs+], CC(c1ccc(B2OC(C)(C)C(C)(C)O2)cc1)N1CCC(CCCO)(c2ccccc2)OC1=O. Product: CC(c1ccc(-c2ccn(C)c(=O)c2)cc1)N1CCC(CCCO)(c2ccccc2)OC1=O. Reaction SMILES: [Br:35][c:36]1[cH:37][c:38](=[O:43])[n:39]([CH3:42])[cH:40][cH:41]1.[C:44](=[O:45])([O-:46])[O-:47].[CH2:50]1[O:51][CH2:52][CH2:53][O:54][CH2:55]1.[Cs+:48].[Cs+:49].[OH:1][CH2:2][CH2:3][CH2:4][C:5]1([c:29]2[cH:30][cH:31][cH:32][cH:33][cH:34]2)[CH2:6][CH2:7][N:8]([CH:12]([CH3:13])[c:14]2[cH:15][cH:16][c:17]([B:20]3[O:21][C:22]([CH3:23])([CH3:24])[C:25]([CH3:26])([CH3:27])[O:28]3)[cH:18][cH:19]2)[C:9](=[O:11])[O:10]1>>[OH:1][CH2:2][CH2:3][CH2:4][C:5]1([c:29]2[cH:30][cH:31][cH:32][cH:33][cH:34]2)[CH2:6][CH2:7][N:8]([CH:12]([CH3:13])[c:14]2[cH:15][cH:16][c:17](-[c:36]3[cH:37][c:38](=[O:43])[n:39]([CH3:42])[cH:40][cH:41]3)[cH:18][cH:19]2)[C:9](=[O:11])[O:10]1. Reactants: [Al+3].[Cl-].[Cl-].[Cl-] (AlCl3), NC=1SC2=C(N1)C(=CC=C2)OC (2-amino-4-methoxybenzothiazole). Solvent: CCS (EtSH). Reaction conditions: time 2 hour. Yields the product NC=1SC2=C(N1)C(=CC=C2)O (2-amino-4-hydroxybenzothiazole). As a reaction SMILES: [Al+3].[Cl-].[Cl-].[Cl-].[NH2:5][C:6]1[S:7][C:8]2[CH:14]=[CH:13][CH:12]=[C:11]([O:15]C)[C:9]=2[N:10]=1>CCS>[NH2:5][C:6]1[S:7][C:8]2[CH:14]=[CH:13][CH:12]=[C:11]([OH:15])[C:9]=2[N:10]=1 |f:0.1.2.3|. Reported procedure: A solution of AlCl3 (5 mmole) in EtSH (10 mL) was cooled to 0° C. and treated with 2-amino-4-methoxybenzothiazole (1 mmole). The mixture was stirred at 0–5° C. for 2 h. Evaporation and extraction gave 2-amino-4-hydroxybenzothiazole as white solid.